describe an organic reaction: reactants, conditions, products, and yield From a dataset of the Open Reaction Database (ORD), a public repository of structured organic reaction records. The reactants are CC1=C(C(=CC=C1)C)N=C(C)C1=NC(=CC=C1)C(C)=NC1=C(C=CC=C1)C(C)C ((2,6-Dimethyl-phenyl)-(1-{6-[1-(2-isopropyl-phenylimino)-ethyl]-pyridin-2-yl}-ethylidene)-amine), [Fe](Cl)Cl (iron (II) chloride). The solvent is C1CCOC1 (THF). Run at time 12 hour. Product: [Fe](Cl)Cl.CC1=C(C(=CC=C1)C)N=C(C)C1=NC(=CC=C1)C(C)=NC1=C(C=CC=C1)C(C)C ((2,6-Dimethyl-phenyl)-(1-{6-[1-(2-isopropyl-phenylimino)-ethyl]-pyridin-2-yl}-ethylidene)-amine iron (II) chloride). Reaction SMILES: [CH3:1][C:2]1[CH:7]=[CH:6][CH:5]=[C:4]([CH3:8])[C:3]=1[N:9]=[C:10]([C:12]1[CH:17]=[CH:16][CH:15]=[C:14]([C:18](=[N:20][C:21]2[CH:26]=[CH:25][CH:24]=[CH:23][C:22]=2[CH:27]([CH3:29])[CH3:28])[CH3:19])[N:13]=1)[CH3:11].[Fe:30]([Cl:32])[Cl:31]>C1COCC1>[Fe:30]([Cl:32])[Cl:31].[CH3:1][C:2]1[CH:7]=[CH:6][CH:5]=[C:4]([CH3:8])[C:3]=1[N:9]=[C:10]([C:12]1[CH:17]=[CH:16][CH:15]=[C:14]([C:18](=[N:20][C:21]2[CH:26]=[CH:25][CH:24]=[CH:23][C:22]=2[CH:27]([CH3:29])[CH3:28])[CH3:19])[N:13]=1)[CH3:11] |f:3.4|. Reported procedure: (2,6-Dimethyl-phenyl)-(1-{6-[1-(2-isopropyl-phenylimino)-ethyl]-pyridin-2-yl}-ethylidene)-amine 8 (1.0 g, 0.0026 mol) was added in one portion to the suspension of 0.31 g (0.0025 mol) of iron (II) chloride in 50 ml of THF at ambient temperature in nitrogen glove box. The reaction mixture was stirred for 12 h. The resultant blue solid was filtered and washed by 50 ml of pentanes three times and dried under 1-mm vacuum overnight. The yield of (2,6-dimethyl-phenyl)-(1-{6-[1-(2-isopropyl-phenylimino...